This data is from the Open Reaction Database (ORD), a public repository of structured organic reaction records. The task is: describe an organic reaction: reactants, conditions, products, and yield Reactants: CC(CCC(=O)C1=CN(C2=CC=CC=C12)CCCC(=O)OCC)C (ethyl 4-[3-(4-methylvaleryl)-1-indolyl]butyrate), C(C(C)C)C1=CC=C(C=C1)C(CCCCCCC(=O)C1=CN(C2=CC=CC=C12)CCCC(=O)OCC)CCC (ethyl 4-[3-[8-(4-isobutylphenyl)undecanoyl]1-indolyl]butyrate). The product is CC(CCC(=O)C1=CN(C2=CC=CC=C12)CCCC(=O)O)C (4-[3-(4-methylvaleryl)-1-indolyl]butyric acid). RXN SMILES: [CH3:1][CH:2]([CH3:24])[CH2:3][CH2:4][C:5]([C:7]1[C:15]2[C:10](=[CH:11][CH:12]=[CH:13][CH:14]=2)[N:9]([CH2:16][CH2:17][CH2:18][C:19]([O:21]CC)=[O:20])[CH:8]=1)=[O:6].C(C1C=CC(C(CCC)CCCCCCC(C2C3C(=CC=CC=3)N(CCCC(OCC)=O)C=2)=O)=CC=1)C(C)C>>[CH3:1][CH:2]([CH3:24])[CH2:3][CH2:4][C:5]([C:7]1[C:15]2[C:10](=[CH:11][CH:12]=[CH:13][CH:14]=2)[N:9]([CH2:16][CH2:17][CH2:18][C:19]([OH:21])=[O:20])[CH:8]=1)=[O:6]. Procedure: The procedure of Ex. 16 was repeated except that ethyl 4-[3-(4-methylvaleryl)-1-indolyl]butyrate obtained in Ex. 25 was used in place of ethyl 4-[3-[8-(4-isobutylphenyl)undecanoyl]1-indolyl]butyrate to give 4-[3-(4-methylvaleryl)-1-indolyl]butyric acid. Starting materials: C=1C=CC=2NC=CC2C1. Reagents/catalysts: O1BOC(C)(C)C1(C)C, O1B(OC(C)(C)C1(C)C)B2OC(C)(C)C(O2)(C)C, N=1C=CC(=CC1C=2N=CC=C(C2)C(C)(C)C)C(C)(C)C, C1CC=CCCC=C1.C1CC=CCCC=C1.[Cl-].[Cl-].[Ir].[Ir]. The solvent is O1CCCC1. Run at temperature 80 celsius, time 4 hour. Product: O1B(OC(C)(C)C1(C)C)C2=CC=CC=3C=CNC32. Isolated yield 66.0%. Starting materials: BrC=1C=C(C=NC1)C(CC(=O)OC)NC(=O)[C@H]1CN(CCC1)C(CCC1CCN(CC1)C(=O)OC(C)(C)C)=O (tert-butyl 4-{3-[(3R)-3-{[1-(5-bromopyridin-3-yl)-3-methoxy-3-oxopropyl]carbamoyl}piperidin-1-yl]-3-oxopropyl}piperidine-1-carboxylate), OC1=C(C=CC=C1)B(O)O ((2-hydroxyphenyl)boronic acid), [F-].[K+] (potassium fluoride). The reagents and catalysts are C=1C=CC(=CC1)[P](C=2C=CC=CC2)(C=3C=CC=CC3)[Pd]([P](C=4C=CC=CC4)(C=5C=CC=CC5)C=6C=CC=CC6)([P](C=7C=CC=CC7)(C=8C=CC=CC8)C=9C=CC=CC9)[P](C=1C=CC=CC1)(C=1C=CC=CC1)C=1C=CC=CC1 (tetrakis(triphenylphosphine)palladium(0)). The solvent is O (water), C1(=CC=CC=C1)C (toluene), C(C)O (ethanol), O (water). Run at temperature 100 celsius, time 20 hour. Product: OC1=C(C=CC=C1)C=1C=C(C=NC1)C(CC(=O)OC)NC(=O)[C@H]1CN(CCC1)C(CCC1CCN(CC1)C(=O)OC(C)(C)C)=O (tert-butyl 4-{3-[(3R)-3-({1-[5-(2-hydroxyphenyl)pyridin-3-yl]-3-methoxy-3-oxopropyl}carbamoyl)piperidin-1-yl]-3-oxopropyl}piperidine-1-carboxylate). Yield: 58.4%. As a reaction SMILES: Br[C:2]1[CH:3]=[C:4]([CH:8]([NH:14][C:15]([C@@H:17]2[CH2:22][CH2:21][CH2:20][N:19]([C:23](=[O:39])[CH2:24][CH2:25][CH:26]3[CH2:31][CH2:30][N:29]([C:32]([O:34][C:35]([CH3:38])([CH3:37])[CH3:36])=[O:33])[CH2:28][CH2:27]3)[CH2:18]2)=[O:16])[CH2:9][C:10]([O:12][CH3:13])=[O:11])[CH:5]=[N:6][CH:7]=1.[OH:40][C:41]1[CH:46]=[CH:45][CH:44]=[CH:43][C:42]=1B(O)O.[F-].[K+]>C1(C)C=CC=CC=1.C(O)C.O.C1C=CC([P]([Pd]([P](C2C=CC=CC=2)(C2C=CC=CC=2)C2C=CC=CC=2)([P](C2C=CC=CC=2)(C2C=CC=CC=2)C2C=CC=CC=2)[P](C2C=CC=CC=2)(C2C=CC=CC=2)C2C=CC=CC=2)(C2C=CC=CC=2)C2C=CC=CC=2)=CC=1>[OH:40][C:41]1[CH:46]=[CH:45][CH:44]=[CH:43][C:42]=1[C:2]1[CH:3]=[C:4]([CH:8]([NH:14][C:15]([C@@H:17]2[CH2:22][CH2:21][CH2:20][N:19]([C:23](=[O:39])[CH2:24][CH2:25][CH:26]3[CH2:27][CH2:28][N:29]([C:32]([O:34][C:35]([CH3:36])([CH3:38])[CH3:37])=[O:33])[CH2:30][CH2:31]3)[CH2:18]2)=[O:16])[CH2:9][C:10]([O:12][CH3:13])=[O:11])[CH:5]=[N:6][CH:7]=1 |f:2.3,^1:66,68,87,106|. Reported procedure: To 400.0 mg (0.66 mmol) tert-butyl 4-{3-[(3R)-3-{[1-(5-bromopyridin-3-yl)-3-methoxy-3-oxopropyl]carbamoyl}piperidin-1-yl]-3-oxopropyl}piperidine-1-carboxylate in 16 ml toluene were added 15.17 mg (0.01 mmol) tetrakis(triphenylphosphine)palladium(0), 108.6 mg (0.79 mmol) (2-hydroxyphenyl)boronic acid in 4.0 ml ethanol and 118.3 mg (2.04 mmol) potassium fluoride in 4.0 ml water. The mixture was stirred at 100° C. for 20 hours, diluted with water and extracted with ethyl acetate. The organic phase ...